This data is from the Open Reaction Database (ORD), a public repository of structured organic reaction records. The task is: describe an organic reaction: reactants, conditions, products, and yield Starting materials: BrCc1cccs1, CCOC(=O)N1CCC(c2c[nH]c3cc(F)ccc23)CC1, CCOCC. Yields the product CCOC(=O)N1CCC(c2cn(Cc3cccs3)c3cc(F)ccc23)CC1. Reaction SMILES: [Br:22][CH2:23][c:24]1[s:25][cH:26][cH:27][cH:28]1.[CH2:1]([CH3:2])[O:3][C:4](=[O:5])[N:6]1[CH2:7][CH2:8][CH:9]([c:12]2[cH:13][nH:14][c:15]3[cH:16][c:17]([F:21])[cH:18][cH:19][c:20]23)[CH2:10][CH2:11]1.[CH2:29]([O:30][CH2:31][CH3:32])[CH3:33]>>[CH2:1]([CH3:2])[O:3][C:4](=[O:5])[N:6]1[CH2:7][CH2:8][CH:9]([c:12]2[cH:13][n:14]([CH2:23][c:24]3[s:25][cH:26][cH:27][cH:28]3)[c:15]3[cH:16][c:17]([F:21])[cH:18][cH:19][c:20]23)[CH2:10][CH2:11]1. Reactants: [BH4-], CCO, ClCCl, COc1cc2nc(Cl)nc(Cl)c2cc1OC, Cl, [Na+], [Na+], O=C([O-])O. Yields the product COc1cc2cnc(Cl)nc2cc1OC. Reaction SMILES: [BH4-:1].[CH3:25][CH2:26][OH:27].[Cl:28][CH2:29][Cl:30].[Cl:3][c:4]1[n:5][c:6]2[cH:7][c:8]([O:17][CH3:18])[c:9]([O:15][CH3:16])[cH:10][c:11]2[c:12]([Cl:14])[n:13]1.[ClH:19].[Na+:24].[Na+:2].[O-:20][C:21]([OH:22])=[O:23]>>[Cl:3][c:4]1[n:5][c:6]2[cH:7][c:8]([O:17][CH3:18])[c:9]([O:15][CH3:16])[cH:10][c:11]2[cH:12][n:13]1. The reactants are C(C1=CC=CC=C1)N1CCC(CC1)N=C(C1=CC=CC=C1)C=1C=NC=CC1NC(C(Cl)(Cl)Cl)=O (3-[α-{(1-benzylpiperidin-4-yl)imino}benzyl]-4-trichloroacetylaminopyridine), [BH4-].[Na+] (sodium borohydride), O (water). Solvent: C(C)O (ethanol). Run at time 5 hour. Yields the product C(C1=CC=CC=C1)N1CCC(CC1)NC(C1=CC=CC=C1)C=1C=NC=CC1N (3-[α-{(1-benzylpiperidin-4-yl)amino}-benzyl]-4-aminopyridine), C(C1=CC=CC=C1)N1CCC(CC1)N=C(C1=CC=CC=C1)C=1C=NC=CC1N (3-[α-{(1-benzyl-piperidin-4-yl)imino}benzyl]-4-aminopyridine). RXN SMILES: [CH2:1]([N:8]1[CH2:13][CH2:12][CH:11]([N:14]=[C:15]([C:22]2[CH:23]=[N:24][CH:25]=[CH:26][C:27]=2[NH:28]C(=O)C(Cl)(Cl)Cl)[C:16]2[CH:21]=[CH:20][CH:19]=[CH:18][CH:17]=2)[CH2:10][CH2:9]1)[C:2]1[CH:7]=[CH:6][CH:5]=[CH:4][CH:3]=1.[BH4-].[Na+].O>C(O)C>[CH2:1]([N:8]1[CH2:13][CH2:12][CH:11]([NH:14][CH:15]([C:22]2[CH:23]=[N:24][CH:25]=[CH:26][C:27]=2[NH2:28])[C:16]2[CH:21]=[CH:20][CH:19]=[CH:18][CH:17]=2)[CH2:10][CH2:9]1)[C:2]1[CH:7]=[CH:6][CH:5]=[CH:4][CH:3]=1.[CH2:1]([N:8]1[CH2:13][CH2:12][CH:11]([N:14]=[C:15]([C:22]2[CH:23]=[N:24][CH:25]=[CH:26][C:27]=2[NH2:28])[C:16]2[CH:21]=[CH:20][CH:19]=[CH:18][CH:17]=2)[CH2:10][CH2:9]1)[C:2]1[CH:7]=[CH:6][CH:5]=[CH:4][CH:3]=1 |f:1.2|. Procedure details: To a solution of 18.0 g (34.9 mmol) of 3-[α-{(1-benzylpiperidin-4-yl)imino}benzyl]-4-trichloroacetylaminopyridine in 150 mL of ethanol was added 2.65 g (70 mmol) of sodium borohydride under ice-cooling and the mixture was stirred for 5 hours at ambient temperature. The reaction mixture was poured into water, and the ethanol was evaporated in vacuo. The residue was extracted with ethyl acetate. The organic layer separated was washed with water and then with brine, dried on anhydrous sodium sulfat... Reactants: Br[Si](C)(C)C (bromotrimethyl silane), C[Si](C)(C)OP(=O)(O[Si](C)(C)C)C1OC(CC1)P(=O)(OC(C)C)OC(C)C (2-(di-(trimethyl silyl)phosphono)-5-(diisopropylphosphono)-tetrahydrofuran), C[Si](C)(C)C1C(OC(C1)Br)(P(=O)(O)O)[Si](C)(C)C (di-(trimethylsilyl)2-phosphono-5-bromotetrahydrofuran), P(OC(C)C)(OC(C)C)OC(C)C (triisopropyl phosphite). Product: P(=O)(O)(O)C1(OCCC1)P(=O)(O)O (Diphosphonotetrahydrofuran). As a reaction SMILES: Br[Si](C)(C)C.C[Si]([CH:10]1[CH2:14][CH:13](Br)[O:12][C:11]1([Si](C)(C)C)[P:16]([OH:19])([OH:18])=[O:17])(C)C.[P:24]([O:33]C(C)C)([O:29]C(C)C)[O:25]C(C)C.C[Si](OP(C1CCC(P(OC(C)C)(OC(C)C)=O)O1)(O[Si](C)(C)C)=O)(C)C>>[P:16]([C:11]1([P:24]([OH:33])([OH:29])=[O:25])[CH2:10][CH2:14][CH2:13][O:12]1)([OH:19])([OH:18])=[O:17]. Procedure details: To make 2,5-diphosphonotetrahydrofuran (i.e. n is 2), step (a) is suitably accomplished by adding dimethyl phosphite to a cool slurry of sodium hydride in 2,5-dimethoxytetrahydrofuran under an inert atmosphere such as nitrogen or argon and heating the resulting reaction mixture to form 2-phosphono-5-methoxytetrahydrofuran as a first intermediate. Step (b) is suitably accomplished by adding bromotrimethyl silane to said first intermediate and stirring the resulting mixture under an inert atmosphe... Starting materials: O1CCC(CC1)=CC[C@@H]([C@H](C(=O)O)CC(C)C)C(=O)OC(C)(C)C (4-tert-butyl hydrogen 3(S)-[(tetrahydro-2H-pyran-4-ylidene)ethyl]-2(R)-isobutylsuccinate), tertiary butyl ester, C(C(C)C)NN (isobutylhydrazine), FC(S(=O)(=O)O[Si](C)(C)C)(F)F (trimethylsilyl trifluoromethanesulphonate). Run in O1CCOCC1 (1,4-dioxane). The product is CC(CCC(=O)NN)C (4-methylvalerohydrazide). RXN SMILES: O1CCC(=CC[C@H](C(OC(C)(C)C)=O)[C@@H:10]([CH2:14][CH:15]([CH3:17])[CH3:16])[C:11](O)=[O:12])CC1.C([NH:29][NH2:30])C(C)C.FC(F)(F)S(O[Si](C)(C)C)(=O)=O>O1CCOCC1>[CH3:16][CH:15]([CH3:17])[CH2:14][CH2:10][C:11]([NH:29][NH2:30])=[O:12]. Reported procedure: In a manner analogous to that described in Example 2, parts (iii)-(v), starting from 4-tert-butyl hydrogen 3(S)-[(tetrahydro-2H-pyran-4-ylidene)ethyl]-2(R)-isobutylsuccinate and isobutylhydrazine and using trimethylsilyl trifluoromethanesulphonate in 1,4-dioxane instead of trifluoroacetic acid to deprotect the tertiary butyl ester there was obtained 2(R)-[3-(tetrahydro-2H-pyran-4-ylidene)-1(S)-[(tetrahydro-2(RS)-pyranyloxy)carbamoyl]-propyl]-2′-isobutyl-2′-methanesulphonyl)-4-methylvalerohydrazi...